This data is from the Open Reaction Database (ORD), a public repository of structured organic reaction records. The task is: describe an organic reaction: reactants, conditions, products, and yield Starting materials: CCOC(=O)C1(SCc2ccc(OC)cc2)CCCCC1, CCO, [Li+], [Na+], C1CCOC1, [OH-], [OH-], O, O. The product is COc1ccc(CSC2(C(=O)O)CCCCC2)cc1. As a reaction SMILES: [C:1](=[O:2])([O:3][CH2:4][CH3:5])[C:6]1([S:12][CH2:13][c:14]2[cH:15][cH:16][c:17]([O:20][CH3:21])[cH:18][cH:19]2)[CH2:7][CH2:8][CH2:9][CH2:10][CH2:11]1.[CH3:24][CH2:25][OH:26].[Li+:29].[Na+:23].[O:31]1[CH2:32][CH2:33][CH2:34][CH2:35]1.[OH-:22].[OH-:28].[OH2:27].[OH2:30]>>[C:1](=[O:2])([OH:3])[C:6]1([S:12][CH2:13][c:14]2[cH:15][cH:16][c:17]([O:20][CH3:21])[cH:18][cH:19]2)[CH2:7][CH2:8][CH2:9][CH2:10][CH2:11]1. The reactants are CCOC=C(C(=O)OCC)C(=O)c1cc(F)c(F)cc1Br, CCO, Nc1cccs1. Yields the product CCOC(=O)C(=Cc1cccs1)C(=O)c1cc(F)c(F)cc1Br. Reaction SMILES: [Br:1][c:2]1[c:3]([C:4](=[O:5])[C:6]([C:7](=[O:8])[O:9][CH2:10][CH3:11])=[CH:12][O:13][CH2:14][CH3:15])[cH:16][c:17]([F:21])[c:18]([F:20])[cH:19]1.[CH3:28][CH2:29][OH:30].[NH2:22][c:23]1[s:24][cH:25][cH:26][cH:27]1>>[Br:1][c:2]1[c:3]([C:4](=[O:5])[C:6]([C:7](=[O:8])[O:9][CH2:10][CH3:11])=[CH:12][c:23]2[s:24][cH:25][cH:26][cH:27]2)[cH:16][c:17]([F:21])[c:18]([F:20])[cH:19]1. Starting materials: CC(C)(C)[O-], CC1(C)CC(=O)OC(=O)C1, [K+], C1CCOC1. Yields the product CC(C)(CC(=O)O)CC(=O)OC(C)(C)C. Reaction SMILES: [CH3:11][C:12]([CH3:13])([O-:14])[CH3:15].[CH3:1][C:2]1([CH3:10])[CH2:3][C:4](=[O:5])[O:6][C:7](=[O:9])[CH2:8]1.[K+:16].[O:17]1[CH2:18][CH2:19][CH2:20][CH2:21]1>>[CH3:1][C:2]([CH2:3][C:4](=[O:5])[OH:6])([CH2:8][C:7](=[O:9])[O:14][C:12]([CH3:11])([CH3:13])[CH3:15])[CH3:10]. Reactants: CC(=O)N1CCCC(O)C1, CN(C)C=O, ClCc1ccccc1, [H-], [Na+], O. Yields the product CC(=O)N1CCCC(OCc2ccccc2)C1. As a reaction SMILES: [C:1]([CH3:2])(=[O:3])[N:4]1[CH2:5][CH:6]([OH:10])[CH2:7][CH2:8][CH2:9]1.[CH3:11][N:12]([CH3:13])[CH:14]=[O:15].[Cl:18][CH2:19][c:20]1[cH:21][cH:22][cH:23][cH:24][cH:25]1.[H-:16].[Na+:17].[OH2:26]>>[C:1]([CH3:2])(=[O:3])[N:4]1[CH2:5][CH:6]([O:10][CH2:19][c:20]2[cH:21][cH:22][cH:23][cH:24][cH:25]2)[CH2:7][CH2:8][CH2:9]1. The reactants are Cl (hydrochloric acid), [OH-].[K+] (potassium hydroxide), C(C)O (ethanol), resultant solution, COC(=O)C1=CC=C(C=C1)C=1SC2=C(N1)C=CC(=C2)CCCCCCCC (2-(p-methoxycarbonylphenyl)-6-octylbenzothiazole). The solvent is O (water). Conditions: temperature 65 celsius. Yields the product C(=O)(O)C1=CC=C(C=C1)C=1SC2=C(N1)C=CC(=C2)CCCCCCCC (2-(p-carboxyphenyl)-6-octylbenzothiazole). The yield is 95.7%. As a reaction SMILES: [OH-].[K+].C(O)C.C[O:7][C:8]([C:10]1[CH:15]=[CH:14][C:13]([C:16]2[S:17][C:18]3[CH:24]=[C:23]([CH2:25][CH2:26][CH2:27][CH2:28][CH2:29][CH2:30][CH2:31][CH3:32])[CH:22]=[CH:21][C:19]=3[N:20]=2)=[CH:12][CH:11]=1)=[O:9].Cl>O>[C:8]([C:10]1[CH:15]=[CH:14][C:13]([C:16]2[S:17][C:18]3[CH:24]=[C:23]([CH2:25][CH2:26][CH2:27][CH2:28][CH2:29][CH2:30][CH2:31][CH3:32])[CH:22]=[CH:21][C:19]=3[N:20]=2)=[CH:12][CH:11]=1)([OH:9])=[O:7] |f:0.1|. Procedure: To 0.76 g (11.5 mM) of 85%-potassium hydroxide, 50 ml of ethanol was added, followed by stirring at 65° C. and dissolving. To the resultant solution, 1.80 g (4.72 mM) of 2-(p-methoxycarbonylphenyl)-6-octylbenzothiazole was added, followed by stirring for 20 minutes at 65° C. After the reaction, the reaction mixture was poured into water and 1.5 ml of concentrated hydrochloric acid was added thereto to precipitate a crystal. The crystal was recovered by filtration and sufficiently washed with wat... Reactants: C1COCCO1, ClCCl, CC(C)(C)OC(=O)n1cc(B2OC(C)(C)C(C)(C)O2)cc1C(=O)OCc1ccccc1, Cl. RXN SMILES: [CH2:2]1[O:3][CH2:4][CH2:5][O:6][CH2:7]1.[CH2:39]([Cl:40])[Cl:41].[CH3:8][C:9]1([CH3:38])[O:10][B:11]([c:16]2[cH:17][c:18]([C:28](=[O:29])[O:30][CH2:31][c:32]3[cH:33][cH:34][cH:35][cH:36][cH:37]3)[n:19]([C:21]([O:22][C:23]([CH3:24])([CH3:25])[CH3:26])=[O:27])[cH:20]2)[O:12][C:13]1([CH3:14])[CH3:15].[ClH:1]>>[CH3:8][C:9]1([CH3:38])[O:10][B:11]([c:16]2[cH:17][c:18]([C:28](=[O:29])[O:30][CH2:31][c:32]3[cH:33][cH:34][cH:35][cH:36][cH:37]3)[nH:19][cH:20]2)[O:12][C:13]1([CH3:14])[CH3:15].[ClH:1]. Yields the product CC1(C)OB(c2c[nH]c(C(=O)OCc3ccccc3)c2)OC1(C)C, Cl. Run in COCCOC (1,2-dimethoxyethane), O (water). Isolated yield 4.0%. Procedure: 1.58 g (12.30 mmol) of 2-amino-5-chloropyridine are added to a suspension of 1.29 g (6.21 mmol) of 3-chloro-1,4-dihydro-1,4-dioxo-2-hydroxynaphthalene in solution in 10 mL of 1,2-dimethoxyethane. The reaction medium is brought to reflux for 23 h. After complete cooling, the medium is diluted in 10 mL of water. The precipitate is filtered, washed with water and heptane, and dried. The precipitate is then diluted in dichloromethane and the organic phase is washed successively with a saturated solu... RXN SMILES: [NH2:1][C:2]1[CH:7]=[CH:6][C:5]([Cl:8])=[CH:4][N:3]=1.Cl[C:10]1[C:19](=[O:20])[C:18]2[C:13](=[CH:14][CH:15]=[CH:16][CH:17]=2)[C:12](=[O:21])[C:11]=1O>COCCOC.O>[Cl:8][C:5]1[CH:6]=[CH:7][C:2]2[N:3]([C:11]3[C:12](=[O:21])[C:13]4[CH:14]=[CH:15][CH:16]=[CH:17][C:18]=4[C:19](=[O:20])[C:10]=3[N:1]=2)[CH:4]=1. Product: ClC=1C=CC=2N(C1)C1=C(N2)C(C=2C=CC=CC2C1=O)=O (2-chloro-6,11-dihydro-6,11-dioxo-naphtho[2',3':4,5]imidazo [1,2-a]pyridine). Starting materials: NC1=NC=C(C=C1)Cl (2-amino-5-chloropyridine), ClC1=C(C(C2=CC=CC=C2C1=O)=O)O (3-chloro-1,4-dihydro-1,4-dioxo-2-hydroxynaphthalene).